This data is from the Open Reaction Database (ORD), a public repository of structured organic reaction records. The task is: describe an organic reaction: reactants, conditions, products, and yield The reactants are Cc1ccccc1, CC(C)(C)OC(=O)CNC(=O)C1=C(O)c2cc(C(F)(F)F)ccc2C(C)(C)C1=O. The product is CC1(C)C(=O)C(C(=O)NCC(=O)O)=C(O)c2cc(C(F)(F)F)ccc21. RXN SMILES: [CH3:30][c:31]1[cH:32][cH:33][cH:34][cH:35][cH:36]1.[OH:1][C:2]1=[C:3]([C:19](=[O:20])[NH:21][CH2:22][C:23](=[O:24])[O:25][C:26]([CH3:27])([CH3:28])[CH3:29])[C:4](=[O:18])[C:5]([CH3:16])([CH3:17])[c:6]2[cH:7][cH:8][c:9]([C:12]([F:13])([F:14])[F:15])[cH:10][c:11]21>>[OH:1][C:2]1=[C:3]([C:19](=[O:20])[NH:21][CH2:22][C:23](=[O:24])[OH:25])[C:4](=[O:18])[C:5]([CH3:16])([CH3:17])[c:6]2[cH:7][cH:8][c:9]([C:12]([F:13])([F:14])[F:15])[cH:10][c:11]21. Starting materials: O=C([O-])[O-], CCOC(C)=O, CCCCCC, CCOc1cc(OCCOCc2ccccc2)cc2c1C(=O)N(CCl)S2(=O)=O, [K+], [K+], CN(C)C=O, O=C(O)c1c(Cl)cccc1Cl. Product: CCOc1cc(OCCOCc2ccccc2)cc2c1C(=O)N(COC(=O)c1c(Cl)cccc1Cl)S2(=O)=O. As a reaction SMILES: [C:40](=[O:41])([O-:42])[O-:43].[C:57]([O:58][CH2:59][CH3:60])(=[O:61])[CH3:62].[CH3:51][CH2:52][CH2:53][CH2:54][CH2:55][CH3:56].[Cl:1][CH2:2][N:3]1[S:4](=[O:5])(=[O:6])[c:7]2[cH:8][c:9]([O:18][CH2:19][CH2:20][O:21][CH2:22][c:23]3[cH:24][cH:25][cH:26][cH:27][cH:28]3)[cH:10][c:11]([O:15][CH2:16][CH3:17])[c:12]2[C:13]1=[O:14].[K+:44].[K+:45].[O:46]=[CH:47][N:48]([CH3:49])[CH3:50].[OH:29][C:30](=[O:31])[c:32]1[c:33]([Cl:34])[cH:35][cH:36][cH:37][c:38]1[Cl:39]>>[CH2:2]([N:3]1[S:4](=[O:5])(=[O:6])[c:7]2[cH:8][c:9]([O:18][CH2:19][CH2:20][O:21][CH2:22][c:23]3[cH:24][cH:25][cH:26][cH:27][cH:28]3)[cH:10][c:11]([O:15][CH2:16][CH3:17])[c:12]2[C:13]1=[O:14])[O:31][C:30](=[O:29])[c:32]1[c:33]([Cl:34])[cH:35][cH:36][cH:37][c:38]1[Cl:39]. Starting materials: C1C[C@@H](CC[C@H]1NC(=O)OCc1ccccc1)C=O, CC1=CN=C(C=C1)N, [C-]#[N+]C1CCCCC1. The reagents and catalysts are O=C(O)C(F)(F)F (trifluoroacetic acid). The solvent is CC(C)O (isopropyl alcohol), CC(C)O (isopropylalcohol). Conditions: temperature 22 celsius, time 20 hour. Yields the product Cc1ccc2nc(c(NC3CCCCC3)n2c1)[C@@H]1CC[C@H](CC1)NC(=O)OCc1ccccc1. The yield is 100.0%. RXN SMILES: CC1=CC=C(N)N=C1.[C-]#[N+]C1CCCCC1.O=C[C@H]1CC[C@@H](CC1)NC(=O)OCC1=CC=CC=C1>>CC1=CN2C(C=C1)=NC([C@H]1CC[C@@H](CC1)NC(=O)OCC1=CC=CC=C1)=C2NC1CCCCC1.